Dataset: the Open Reaction Database (ORD), a public repository of structured organic reaction records. Task: describe an organic reaction: reactants, conditions, products, and yield Starting materials: FC1=C(C=C(C(=C1)F)F)F (1,2,4,5-tetrafluorobenzene), [Cl-].[Na+] (sodium chloride), C(CCO)O (1,3-propanediol), CC(C)(C)[O-].[K+] (t-BuOK). The solvent is CS(=O)C (DMSO), O (water), C1(=CC=CC=C1)C (toluene). Reaction conditions: time 18 hour. The product is FC1=C(OCCCO)C=C(C(=C1)F)F (3-(2,4,5-Trifluoro-phenoxy)propan-1-ol). As a reaction SMILES: [CH2:1]([OH:5])[CH2:2][CH2:3][OH:4].CC([O-])(C)C.[K+].[F:12][C:13]1[CH:18]=[C:17]([F:19])[C:16]([F:20])=[CH:15][C:14]=1F.[Cl-].[Na+]>O.C1(C)C=CC=CC=1.CS(C)=O>[F:12][C:13]1[CH:18]=[C:17]([F:19])[C:16]([F:20])=[CH:15][C:14]=1[O:4][CH2:3][CH2:2][CH2:1][OH:5] |f:1.2,4.5|. Procedure details: To a mixture of 1,3-propanediol (15 g, 0.20 mol) and t-BuOK (8.0 g, 0.071 mol) were added 1,2,4,5-tetrafluorobenzene (5.0 g, 33 mol) and DMSO (50 g) at 60° C. After being stirred at this temperature for 18 h, toluene (200 mL), water (50 mL) and sodium chloride (10 g) were added to the reaction mixture. The layers were separated and the organic layer was concentrated in vacuo to the title compound that was used directly in the next step. Reactants: CO, CCc1cccc(CNCC(O)C(Cc2cc(F)cc(F)c2)NC(=O)c2cccc(-c3ncc(CCC(=O)OC)o3)c2)c1, [Li+], C1CCOC1, [OH-], O, O. The product is CCc1cccc(CNCC(O)C(Cc2cc(F)cc(F)c2)NC(=O)c2cccc(-c3ncc(CCC(=O)O)o3)c2)c1. RXN SMILES: [CH3:48][OH:49].[F:1][c:2]1[cH:3][c:4]([CH2:5][CH:6]([CH:7]([CH2:8][NH:9][CH2:10][c:11]2[cH:12][c:13]([CH2:17][CH3:18])[cH:14][cH:15][cH:16]2)[OH:19])[NH:20][C:21](=[O:22])[c:23]2[cH:24][c:25](-[c:29]3[o:30][c:31]([CH2:34][CH2:35][C:36](=[O:37])[O:38][CH3:39])[cH:32][n:33]3)[cH:26][cH:27][cH:28]2)[cH:40][c:41]([F:43])[cH:42]1.[Li+:46].[O:50]1[CH2:51][CH2:52][CH2:53][CH2:54]1.[OH-:45].[OH2:44].[OH2:47]>>[F:1][c:2]1[cH:3][c:4]([CH2:5][CH:6]([CH:7]([CH2:8][NH:9][CH2:10][c:11]2[cH:12][c:13]([CH2:17][CH3:18])[cH:14][cH:15][cH:16]2)[OH:19])[NH:20][C:21](=[O:22])[c:23]2[cH:24][c:25](-[c:29]3[o:30][c:31]([CH2:34][CH2:35][C:36](=[O:37])[OH:38])[cH:32][n:33]3)[cH:26][cH:27][cH:28]2)[cH:40][c:41]([F:43])[cH:42]1.